Dataset: the Open Reaction Database (ORD), a public repository of structured organic reaction records. Task: describe an organic reaction: reactants, conditions, products, and yield The reactants are CCCCCCCN=C=O, CN(C)c1ccncc1, Cc1ccccc1, Nc1ccncc1N. The product is CCCCCCCNC(=O)Nc1cnccc1N. Reaction SMILES: [CH2:9]([CH2:10][CH2:11][CH2:12][CH2:13][CH2:14][CH3:15])[N:16]=[C:17]=[O:18].[CH3:19][N:20]([CH3:21])[c:22]1[cH:23][cH:24][n:25][cH:26][cH:27]1.[CH3:28][c:29]1[cH:30][cH:31][cH:32][cH:33][cH:34]1.[NH2:1][c:2]1[cH:3][n:4][cH:5][cH:6][c:7]1[NH2:8]>>[NH:1]([c:2]1[cH:3][n:4][cH:5][cH:6][c:7]1[NH2:8])[C:17]([NH:16][CH2:9][CH2:10][CH2:11][CH2:12][CH2:13][CH2:14][CH3:15])=[O:18]. Starting materials: ClC1=C(C(=C(C(=O)O)C=C1)C)[N+](=O)[O-] (4-chloro-2-methyl-3-nitrobenzoic acid), CO (methanol), S(=O)(Cl)Cl (thionyl chloride). Reaction conditions: temperature 75 celsius. Yields the product ClC1=C(C(=C(C(=O)OC)C=C1)C)[N+](=O)[O-] (Methyl 4-chloro-2-methyl-3-nitrobenzoate). RXN SMILES: [Cl:1][C:2]1[CH:10]=[CH:9][C:5]([C:6]([OH:8])=[O:7])=[C:4]([CH3:11])[C:3]=1[N+:12]([O-:14])=[O:13].[CH3:15]O.S(Cl)(Cl)=O>>[Cl:1][C:2]1[CH:10]=[CH:9][C:5]([C:6]([O:8][CH3:15])=[O:7])=[C:4]([CH3:11])[C:3]=1[N+:12]([O-:14])=[O:13]. Procedure details: A round bottom flask was charged with 4-chloro-2-methyl-3-nitrobenzoic acid (11.00 g, 0.05102 mol) and methanol (110 mL, 2.7 mol) and thionyl chloride (4.5 mL, 0.061 mol) was added at 0° C. and the reaction heated at 75° C. for 3 hours. The solvent was removed under reduced pressure and the residue dissolved in ethyl acetate (300 mL) and washed with aqueous sodium bicarbonate, water and brine. The organic extracts were dried over sodium sulfate and the solvent removed to recover the esters. MS m... Starting materials: [Cl-].[NH4+] (Ammonium chloride), BrC1=CC=C(C(=N1)[N+](=O)[O-])OCC(=O)OCC (ethyl (6-bromo-2-nitro-pyridin-3-yloxy)acetate). Reagents/catalysts: [Fe] (iron). Solvent: O (H2O), CO (MeOH). Conditions: temperature 95 celsius. Yields the product BrC=1C=CC=2OCC(NC2N1)=O (6-Bromo-4H-pyrido[3,2-b][1,4]oxazin-3-one). Isolated yield 79.9%. As a reaction SMILES: [Cl-].[NH4+].[Br:3][C:4]1[N:9]=[C:8]([N+:10]([O-])=O)[C:7]([O:13][CH2:14][C:15]([O:17]CC)=O)=[CH:6][CH:5]=1>O.CO.[Fe]>[Br:3][C:4]1[CH:5]=[CH:6][C:7]2[O:13][CH2:14][C:15](=[O:17])[NH:10][C:8]=2[N:9]=1 |f:0.1|. Procedure details: Ammonium chloride (44 g, 0.823 mole) was dissolved in H2O (600 mL), and iron powder (−325 mesh, 27.4 g, 0.491 mole) was added. The mixture was mechanically stirred (vigorously), and a solution of ethyl (6-bromo-2-nitro-pyridin-3-yloxy)acetate (50 g, 0.164 mole) in MeOH (800 mL) was added slowly at RT over 3 hours. When the addition was done, the reaction was heated at reflux for 3 hr and then hot-filtered through a pad of Celite®. The filter pad was washed with hot MeOH (500 mL) and the filtrate... Starting materials: BrC1=CC(=C2C(=N1)N(C=C2)C(=O)C2=CC=CC=C2)Cl ((6-Bromo-4-chloro-pyrrolo[2,3-b]pyridin-1-yl)-phenyl-methanone), [OH-].[Na+] (NaOH). Run in CO (MeOH). Reaction conditions: time 18 hour. Product: BrC1=CC(=C2C(=N1)NC=C2)Cl (6-Bromo-4-chloro-1H-pyrrolo[2,3-b]pyridine). Reaction SMILES: [Br:1][C:2]1[N:7]=[C:6]2[N:8](C(C3C=CC=CC=3)=O)[CH:9]=[CH:10][C:5]2=[C:4]([Cl:19])[CH:3]=1.[OH-].[Na+]>CO>[Br:1][C:2]1[N:7]=[C:6]2[NH:8][CH:9]=[CH:10][C:5]2=[C:4]([Cl:19])[CH:3]=1 |f:1.2|. Procedure: (6-Bromo-4-chloro-pyrrolo[2,3-b]pyridin-1-yl)-phenyl-methanone (1 eq, 69.7 mmol, 23.4 g) is dissolved in MeOH (300 ml), then aqueous NaOH solution (1 M, 120 ml) is added and the resulting mixture is stirred for 18 h at r.t. The mixture is extracted with DCM and EtOAc, the extracts are combined and the solvents are removed in vacuo. Recrystallization from MeOH yields the title compound; [M+H]+=231. Procedure details: To a stirring suspension of (S)-3-(ammoniomethyl)-3-hydroxy-1-azoniabicyclo[2.2.2]octane chloride (111 mg, 0.484 mmol) in DMF (3 mL) was added Hunig's Base (0.5 mL, 2.86 mmol) and the resulting mixture was stirred at room temperature for 35 minutes. Then was added a suspension of 6-chloro-3-isothiocyanato-7-methoxyisoquinoline (106 mg, 0.423 mmol) in DMF (3 mL) and the reaction mixture was allowed to stir at room temperature overnight. The solvent was evaporated in vacuo and the residue subjecte... Reaction conditions: time 35 minute. RXN SMILES: [Cl-].[NH3+:2][CH2:3][C@@:4]1([OH:12])[CH:9]2[CH2:10][CH2:11][NH+:6]([CH2:7][CH2:8]2)[CH2:5]1.[Cl-].CCN(C(C)C)C(C)C.[Cl:23][C:24]1[CH:25]=[C:26]2[C:31](=[CH:32][C:33]=1[O:34][CH3:35])[CH:30]=[N:29][C:28]([N:36]=[C:37]=[S:38])=[CH:27]2>CN(C=O)C>[Cl:23][C:24]1[CH:25]=[C:26]2[C:31](=[CH:32][C:33]=1[O:34][CH3:35])[CH:30]=[N:29][C:28]([NH:36][C:37]([NH:2][CH2:3][C@@:4]1([OH:12])[CH:9]3[CH2:8][CH2:7][N:6]([CH2:11][CH2:10]3)[CH2:5]1)=[S:38])=[CH:27]2 |f:0.1.2|. Run in CN(C)C=O (DMF), CN(C)C=O (DMF). The product is ClC=1C=C2C=C(N=CC2=CC1OC)NC(=S)NC[C@@]1(CN2CCC1CC2)O ((S)-1-(6-chloro-7-methoxyisoquinolin-3-yl)-3-((3-hydroxyquinuclidin-3-yl)methyl)thiourea). Starting materials: CCN(C(C)C)C(C)C (Hunig's Base), [Cl-].[NH3+]C[C@@]1(C[NH+]2CCC1CC2)O.[Cl-] ((S)-3-(ammoniomethyl)-3-hydroxy-1-azoniabicyclo[2.2.2]octane chloride), ClC=1C=C2C=C(N=CC2=CC1OC)N=C=S (6-chloro-3-isothiocyanato-7-methoxyisoquinoline). Starting materials: C[C@@H]1CC[C@H](C(=O)C1)C(C)C (menthone), CC1CCC(C(=O)C1)C(C)C (isomenthone). Product: CC1=CC(=O)C(=C(C)C)CC1 (piperitenone). Isolated yield 64.6%. Reaction SMILES: [CH3:1][C@H:2]1[CH2:8][C:6](=[O:7])[C@H:5]([CH:9]([CH3:11])[CH3:10])[CH2:4][CH2:3]1.CC1CC(=O)C(C(C)C)CC1>>[CH3:1][C:2]1[CH2:3][CH2:4][C:5](=[C:9]([CH3:10])[CH3:11])[C:6](=[O:7])[CH:8]=1. Reported procedure: A similar process is described by S. Ohshiro et al (Yakugaku Zasshi, 88, 417 (1968)). Here again the reaction of methyl vinyl ketone with excess mesityl oxide takes place in the presence of potassium hydroxide powder but without addition of tetrahydrofuran as the solvent. The piperitenone obtained is converted into a mixture of menthone and isomenthone by catalytic hydrogenation. However, in this process of yields of piperitenone are again only about 53%; furthermore, using this process the ment... The reactants are OC1=C(C=CC=C1)C=1C=CC(NN1)=O (6-(2-hydroxyphenyl)-3(2H)-pyridazinone), C(C)(=O)OC(C)=O (acetic anhydride). The reagents and catalysts are N1=CC=CC=C1 (pyridine). Reaction conditions: time 4 hour. Yields the product C(C)(=O)OC1=C(C=CC=C1)C=1C=CC(NN1)=O (6-(2-acetoxyphenyl)-3(2H)-pyridazinone). As a reaction SMILES: [OH:1][C:2]1[CH:7]=[CH:6][CH:5]=[CH:4][C:3]=1[C:8]1[CH:9]=[CH:10][C:11](=[O:14])[NH:12][N:13]=1.[C:15](OC(=O)C)(=[O:17])[CH3:16]>N1C=CC=CC=1>[C:15]([O:1][C:2]1[CH:7]=[CH:6][CH:5]=[CH:4][C:3]=1[C:8]1[CH:9]=[CH:10][C:11](=[O:14])[NH:12][N:13]=1)(=[O:17])[CH3:16]. Procedure: A mixture of 6-(2-hydroxyphenyl)-3(2H)-pyridazinone (20 g), acetic anhydride (60 ml) and pyridine (10 drops) was heated and stirred on a steam-bath for 13/4 hours. The mixture was evaporated under reduced pressure, and the residual oil was treated with water (100 ml) and methanol (10 ml) and was allowed to crystallise to give 6-(2-acetoxyphenyl)-3(2H)-pyridazinone (22.7 g) m.p. 181°-183.5°. A sample recrystallised from 50% aqueous ethanol had m.p. 182.5°-184.5°.